describe an organic reaction: reactants, conditions, products, and yield From a dataset of the Open Reaction Database (ORD), a public repository of structured organic reaction records. Starting materials: CCCCC1(CCCC)C(=O)C(C2=NS(=O)(=O)c3cc(C=CC(N)=O)ccc3N2)=C(O)c2cc(F)ccc21, CCOC(C)=O. Product: CCCCC1(CCCC)C(=O)C(C2=NS(=O)(=O)c3cc(CCC(N)=O)ccc3N2)=C(O)c2cc(F)ccc21. Reaction SMILES: [CH2:1]([CH2:2][CH2:3][CH3:4])[C:5]1([CH2:35][CH2:36][CH2:37][CH3:38])[C:6](=[O:34])[C:7]([C:17]2=[N:18][S:19](=[O:32])(=[O:33])[c:20]3[c:21]([cH:23][cH:24][c:25]([CH:27]=[CH:28][C:29](=[O:30])[NH2:31])[cH:26]3)[NH:22]2)=[C:8]([OH:16])[c:9]2[cH:10][c:11]([F:15])[cH:12][cH:13][c:14]21.[CH3:39][CH2:40][O:41][C:42](=[O:43])[CH3:44]>>[CH2:1]([CH2:2][CH2:3][CH3:4])[C:5]1([CH2:35][CH2:36][CH2:37][CH3:38])[C:6](=[O:34])[C:7]([C:17]2=[N:18][S:19](=[O:32])(=[O:33])[c:20]3[c:21]([cH:23][cH:24][c:25]([CH2:27][CH2:28][C:29](=[O:30])[NH2:31])[cH:26]3)[NH:22]2)=[C:8]([OH:16])[c:9]2[cH:10][c:11]([F:15])[cH:12][cH:13][c:14]21. Product: CCCCCCC(C)O. The reactants are C, CO, [H][H], CCCCCCC1CO1, [Pd]. Reaction SMILES: [C:12].[CH3:14][OH:15].[H:10][H:11].[O:1]1[CH2:2][CH:3]1[CH2:4][CH2:5][CH2:6][CH2:7][CH2:8][CH3:9].[Pd:13]>>[OH:1][CH:3]([CH3:2])[CH2:4][CH2:5][CH2:6][CH2:7][CH2:8][CH3:9].